The task is: describe an organic reaction: reactants, conditions, products, and yield. This data is from the Open Reaction Database (ORD), a public repository of structured organic reaction records. Reactants: C(C)N1N=CC=2C1=NC=C(C2O)C(=O)N (1-ethyl-4-hydroxy-1H-pyrazolo-[3,4-b]pyridine-5-carboxamide), S(=O)(Cl)Cl (thionyl chloride). Product: ClC1=C2C(=NC=C1C#N)N(N=C2)CC (4-Chloro-1-ethyl-1H-pyrazolo[3,4-b]pyridine-5-carbonitrile). RXN SMILES: [CH2:1]([N:3]1[C:7]2=[N:8][CH:9]=[C:10]([C:13]([NH2:15])=O)[C:11](O)=[C:6]2[CH:5]=[N:4]1)[CH3:2].S(Cl)([Cl:18])=O>>[Cl:18][C:11]1[C:10]([C:13]#[N:15])=[CH:9][N:8]=[C:7]2[N:3]([CH2:1][CH3:2])[N:4]=[CH:5][C:6]=12. Reported procedure: 10.3 g. of 1-ethyl-4-hydroxy-1H-pyrazolo-[3,4-b]pyridine-5-carboxamide (0.05 mol.) and 125ml. of thionyl chloride are refluxed for 3.5 hours. After cooling, the thionyl chloride is removed in vacuo and the residue is extracted twice with 400ml. of refluxing hexane. The combined extracts are treated with charcoal, filtered and evaporated. The product, 4-chloro-1-ethyl-1H-pyrazolo[3,4-b]pyridine-5-carbonitrile, is recrystallized from a small amount of hexane, yield 2.9 g. (28%), m.p. 100°-102°. Yields the product ClC1=CC=C2C(=N1)NC(=C2)C(=O)OCC (Ethyl 6-chloro-1H-pyrrolo[2,3-b]pyridine-2-carboxylate). Yield: 25.0%. Procedure: HCl gas is bubbled through a solution of 6-chloro-1H-pyrrolo[2,3-b]pyridine-2-carboxylic acid (36 g, 183 mmol) in ethanol (500 mL) at 0° C. for 30 min. The reaction mixture is then heated at reflux for 16 h. The solvent is evaporated and the residue is diluted with CH2Cl2 and filtered. The filtrate is evaporated and the residue is washed with diethyl ether (2×250 mL). The organic layers are dried (Na2SO4) and concentrated. The crude residue is purified by passing through the column of neutral al... Reactants: Cl (HCl), ClC1=CC=C2C(=N1)NC(=C2)C(=O)O (6-chloro-1H-pyrrolo[2,3-b]pyridine-2-carboxylic acid), C(C)O (ethanol). RXN SMILES: Cl.[Cl:2][C:3]1[N:8]=[C:7]2[NH:9][C:10]([C:12]([OH:14])=[O:13])=[CH:11][C:6]2=[CH:5][CH:4]=1.[CH2:15](O)[CH3:16]>>[Cl:2][C:3]1[N:8]=[C:7]2[NH:9][C:10]([C:12]([O:14][CH2:15][CH3:16])=[O:13])=[CH:11][C:6]2=[CH:5][CH:4]=1. The reactants are hydrocarbon, CC1(C=2CC=C(CC2C(CC1)(C)C)C)C (2,2,5,5,8-pentamethyl-bicyclo[4.4.0]deca-1(6),8-diene), O.O.C[N+](C)(C)[O-] (trimethylamine N-oxide dihydrate). Reagents/catalysts: [Os](=O)(=O)(=O)=O (osmium tetroxide). Run in C(C)(C)(C)O (tert.butanol), C(C)(C)(C)O (tert.butanol), O (water). Conditions: time 48 hour. Product: CC1(C=2CC(C(CC2C(CC1)(C)C)(O)C)O)C (2,2,5,5,8-pentamethyl-bicyclo[4.4.0]dec-1(6)-ene-8,9-diol). RXN SMILES: [CH3:1][C:2]1([CH3:15])[CH2:11][CH2:10][C:9]([CH3:13])([CH3:12])[C:8]2[CH2:7][C:6]([CH3:14])=[CH:5][CH2:4][C:3]1=2.[OH2:16].[OH2:17].C[N+]([O-])(C)C>C(O)(C)(C)C.O.[Os](=O)(=O)(=O)=O>[CH3:1][C:2]1([CH3:15])[CH2:11][CH2:10][C:9]([CH3:13])([CH3:12])[C:8]2[CH2:7][C:6]([CH3:14])([OH:16])[CH:5]([OH:17])[CH2:4][C:3]1=2 |f:1.2.3|. Procedure: 253.3 g of hydrocarbon mixture containing about 60% of 2,2,5,5,8-pentamethyl-bicyclo[4.4.0]deca-1(6),8-diene are dissolved in 1050 ml of tert.butanol and treated with a solution of 91.65 g of trimethylamine N-oxide dihydrate in 375 ml of water. Thereto there is added a solution of 40 mg of osmium tetroxide in 75 ml of tert.butanol and the mixture is held for 48 hours at 95° C. with good stirring at reflux temperature. The solution is extracted with 2 l of dichloromethane, 1 l of water and 412.5 ...